describe an organic reaction: reactants, conditions, products, and yield From a dataset of the Open Reaction Database (ORD), a public repository of structured organic reaction records. The reactants are CC1=CC=C(C=C1)S(=O)(=O)OCC1OC2=C(C1)C(=CC=C2)Br ((±)-(4-bromo-2,3-dihydro-1-benzofuran-2-yl)methyl 4-methylbenzenesulfonate), Intermediate 50, CC1=C(C(=CC=C1)C)B(O)O (2,6-dimethylphenylboronic acid), O.O.O.O.O.O.O.O.[OH-].[Ba+2].[OH-] (barium hydroxide octahydrate). Reagents/catalysts: C=1C=CC(=CC1)[P](C=2C=CC=CC2)(C=3C=CC=CC3)[Pd]([P](C=4C=CC=CC4)(C=5C=CC=CC5)C=6C=CC=CC6)([P](C=7C=CC=CC7)(C=8C=CC=CC8)C=9C=CC=CC9)[P](C=1C=CC=CC1)(C=1C=CC=CC1)C=1C=CC=CC1 (tetrakis(triphenylphosphine)palladium(0)). Yields the product CC1=CC=C(C=C1)S(=O)(=O)OCC1OC2=C(C1)C(=CC=C2)C2=C(C=CC=C2C)C ((±)-[4-(2,6-dimethylphenyl)-2,3-dihydro-1-benzofuran-2-yl]methyl 4-methylbenzenesulfonate). Yield: 167.4%. RXN SMILES: [CH3:1][C:2]1[CH:7]=[CH:6][C:5]([S:8]([O:11][CH2:12][CH:13]2[CH2:17][C:16]3[C:18](Br)=[CH:19][CH:20]=[CH:21][C:15]=3[O:14]2)(=[O:10])=[O:9])=[CH:4][CH:3]=1.[CH3:23][C:24]1[CH:29]=[CH:28][CH:27]=[C:26]([CH3:30])[C:25]=1B(O)O.O.O.O.O.O.O.O.O.[OH-].[Ba+2].[OH-]>C1C=CC([P]([Pd]([P](C2C=CC=CC=2)(C2C=CC=CC=2)C2C=CC=CC=2)([P](C2C=CC=CC=2)(C2C=CC=CC=2)C2C=CC=CC=2)[P](C2C=CC=CC=2)(C2C=CC=CC=2)C2C=CC=CC=2)(C2C=CC=CC=2)C2C=CC=CC=2)=CC=1>[CH3:1][C:2]1[CH:7]=[CH:6][C:5]([S:8]([O:11][CH2:12][CH:13]2[CH2:17][C:16]3[C:18]([C:25]4[C:26]([CH3:30])=[CH:27][CH:28]=[CH:29][C:24]=4[CH3:23])=[CH:19][CH:20]=[CH:21][C:15]=3[O:14]2)(=[O:10])=[O:9])=[CH:4][CH:3]=1 |f:2.3.4.5.6.7.8.9.10.11.12,^1:48,50,69,88|. Procedure details: Treatment of (±)-(4-bromo-2,3-dihydro-1-benzofuran-2-yl)methyl 4-methylbenzenesulfonate (1.5 g, 3.32 mmol) with 2,6-dimethylphenylboronic acid (2.35 g, 15.66 mmol), tetrakis(triphenylphosphine)palladium(0) (0.452 g, 0.394 mmol), and barium hydroxide octahydrate (6.17 g, 19.57 mmol) generally according to the procedure described for Intermediate 50 provided 2.27 g (71%) of (±)-[4-(2,6-dimethylphenyl)-2,3-dihydro-1-benzofuran-2-yl]methyl 4-methylbenzenesulfonate as a colorless oil. Anal. calcd. fo... The reactants are C(C)(C)(C)OC(=O)N1CCC(CC1)N1N=CC=2C1=NC=NC2Cl (4-(4-chloro-pyrazolo[3,4-d]pyrimidin-1-yl)-piperidine-1-carboxylic acid tert-butyl ester), C(C)(C)(C)OC(=O)N1CCC(CC1)N1N=CC=2C1=NC=NC2Cl (4-(4-chloro-pyrazolo[3,4-d]pyrimidin-1-yl)-piperidine-1-carboxylic acid tert-butyl ester), FC1=C(C=CC=C1)O (2-fluorophenol). Run in C(C)#N (acetonitrile). Product: C(C)(C)(C)OC(=O)N1CCC(CC1)N1N=CC=2C1=NC=NC2OC2=C(C=CC=C2)F (4-[4-(2-Fluoro-phenoxy)-pyrazolo[3,4-d]pyrimidin-1-yl]-piperidine-1-carboxylic acid tert-butyl ester). RXN SMILES: [C:1]([O:5][C:6]([N:8]1[CH2:13][CH2:12][CH:11]([N:14]2[C:18]3=[N:19][CH:20]=[N:21][C:22](Cl)=[C:17]3[CH:16]=[N:15]2)[CH2:10][CH2:9]1)=[O:7])([CH3:4])([CH3:3])[CH3:2].[F:24][C:25]1[CH:30]=[CH:29][CH:28]=[CH:27][C:26]=1[OH:31]>C(#N)C>[C:1]([O:5][C:6]([N:8]1[CH2:13][CH2:12][CH:11]([N:14]2[C:18]3=[N:19][CH:20]=[N:21][C:22]([O:31][C:26]4[CH:27]=[CH:28][CH:29]=[CH:30][C:25]=4[F:24])=[C:17]3[CH:16]=[N:15]2)[CH2:10][CH2:9]1)=[O:7])([CH3:4])([CH3:3])[CH3:2]. Procedure details: 4-[4-(2-Fluoro-phenoxy)-pyrazolo[3,4-d]pyrimidin-1-yl]-piperidine-1-carboxylic acid tert-butyl ester was prepared according to General Procedure A by the reaction of 4-(4-chloro-pyrazolo[3,4-d]pyrimidin-1-yl)-piperidine-1-carboxylic acid tert-butyl ester (Intermediate 19) with 2-fluorophenol (available from Aldrich Chemical Company, Inc., Milwaukee, Wis., USA) in acetonitrile. 1H NMR (400 MHz, DMSO-d6) δ 1.43 (s, 9H), 1.97-2.07 (m, 4H), 2.97-3.07 (m, 2H), 4.05-4.12 (m, 2H), 4.98-5.05 (m, 1H), 7.... Starting materials: ClC1=NN(C(C1)C(=O)OC)C (Methyl 3-chloro-1-methyl-4,5-dihydro-1H-pyrazole-5-carboxylate), Cl[O-].[Na+] (sodium hypochlorite). Reaction conditions: time 72 hour. Yields the product ClC1=NN(C(=C1)C(=O)OC)C (methyl 3-chloro-1-methyl-1H-pyrazole-5-carboxylate). Yield: 28.9%. Reaction SMILES: [Cl:1][C:2]1[CH2:6][CH:5]([C:7]([O:9][CH3:10])=[O:8])[N:4]([CH3:11])[N:3]=1.Cl[O-].[Na+]>>[Cl:1][C:2]1[CH:6]=[C:5]([C:7]([O:9][CH3:10])=[O:8])[N:4]([CH3:11])[N:3]=1 |f:1.2|. Reported procedure: Methyl 3-chloro-1-methyl-4,5-dihydro-1H-pyrazole-5-carboxylate (21 g, 119 mmol) was added drop wise to sodium hypochlorite (95 ml, 155 mmol) under ice cooling. Then, the ice bath was removed and stirring continued for 72 h. The organic phase was separated, washed with Na2S2O3 (10% aqueous solution) and water, dried over Na2SO4 and the solvent removed under reduced pressure. The resulting oil was purified by distillation (bp 35° C., 0.2 mbar) followed by column chromatography (eluent 80% hexane i... Starting materials: ClCC1=NN(C=C1)C (3-(chloromethyl)-1-methyl-1H-pyrazole), C(=O)([O-])[O-].[K+].[K+] (K2CO3), FC=1C=C(C=CC1[N+](=O)[O-])O (3-fluoro-4-nitrophenol). The solvent is C(C)#N (acetonitrile). Reaction conditions: temperature 90 celsius, time 8 hour. Yields the product FC=1C=C(OCC2=NN(C=C2)C)C=CC1[N+](=O)[O-] (3-((3-Fluoro-4-nitrophenoxy)methyl)-1-methyl-1H-pyrazole). Reaction SMILES: Cl[CH2:2][C:3]1[CH:7]=[CH:6][N:5]([CH3:8])[N:4]=1.C([O-])([O-])=O.[K+].[K+].[F:15][C:16]1[CH:17]=[C:18]([OH:25])[CH:19]=[CH:20][C:21]=1[N+:22]([O-:24])=[O:23]>C(#N)C>[F:15][C:16]1[CH:17]=[C:18]([CH:19]=[CH:20][C:21]=1[N+:22]([O-:24])=[O:23])[O:25][CH2:2][C:3]1[CH:7]=[CH:6][N:5]([CH3:8])[N:4]=1 |f:1.2.3|. Reported procedure: To a solution of 3-(chloromethyl)-1-methyl-1H-pyrazole (15.6 g, 0.12 mol) in acetonitrile (200 mL) was added K2CO3 (67 g, 0.48 mol) followed by 3-fluoro-4-nitrophenol (19 g, 0.12 mol). The mixture was stirred at 90° Celsius overnight. When the reaction was complete, it was cooled to RT and the solvent was concentrated to dryness. The resulting residue was dissolved in DCM (500 mL) and then washed with water (500 mL). The organic phase was separated, concentrated to dryness and purified by recrys... The reactants are C1CCOC1, C1CCOC1, [Li]CCCC, Cl, O=C1CCC(=O)O1, O=C1CCCN1, O. The product is O=C(O)CCC(=O)N1CCCC1=O. As a reaction SMILES: [CH2:12]1[O:13][CH2:14][CH2:15][CH2:16]1.[CH2:25]1[O:26][CH2:27][CH2:28][CH2:29]1.[CH3:7][CH2:8][CH2:9][CH2:10][Li:11].[ClH:24].[O:17]=[C:18]1[CH2:19][CH2:20][C:21](=[O:22])[O:23]1.[O:1]=[C:2]1[NH:3][CH2:4][CH2:5][CH2:6]1.[OH2:30]>>[O:1]=[C:2]1[N:3]([C:21]([CH2:20][CH2:19][C:18](=[O:17])[OH:23])=[O:22])[CH2:4][CH2:5][CH2:6]1. The reactants are BrC=1SC(=CN1)C(=O)OC (2-bromo-5-methoxycarbonylthiazole), [OH-].[Na+] (sodium hydroxide). The solvent is CO (methanol). Product: BrC=1SC(=CN1)C(=O)O (2-bromo-5-carboxythiazole). As a reaction SMILES: [Br:1][C:2]1[S:3][C:4]([C:7]([O:9]C)=[O:8])=[CH:5][N:6]=1.[OH-].[Na+]>CO>[Br:1][C:2]1[S:3][C:4]([C:7]([OH:9])=[O:8])=[CH:5][N:6]=1 |f:1.2|. Procedure: A mixture containing 10 g. of 2-bromo-5-methoxycarbonylthiazole, 100 ml. of 10% aqueous sodium hydroxide and 200 ml. of methanol is stirred at 0° C for 5 minutes. The methanol is distilled off in vacuo and the resulting concentrate extracted twice with ethyl acetate. The remaining aqueous phase is acidified by the careful addition of dilute aqueous hydrochloric acid resulting in the formation of a precipitate which is then recovered by filtration and dried under vacuum yielding 2-bromo-5-carboxy... Starting materials: O[C@@H]1[C@@H](C2=CC=CC=C2C1)NC(OC(C)(C)C)=O (tert-butyl [(1R,2S)-2-hydroxy-2,3-dihydro-1H-inden-1-yl]-carbamate), [O-2].[Ba+2] (barium monoxide), [OH-].[Ba+2].[OH-] (barium hydroxide), IC (iodomethane). The solvent is CN(C)C=O (DMF). Run at time 8 hour. The product is CO[C@@H]1[C@@H](C2=CC=CC=C2C1)NC(OC(C)(C)C)=O (tert-Butyl [(1R,2S)-2-methoxy-2,3-dihydro-1H-inden-1-yl]carbamate). Isolated yield 24.8%. As a reaction SMILES: [OH:1][C@H:2]1[CH2:10][C:9]2[C:4](=[CH:5][CH:6]=[CH:7][CH:8]=2)[C@H:3]1[NH:11][C:12](=[O:18])[O:13][C:14]([CH3:17])([CH3:16])[CH3:15].[O-2].[Ba+2].[OH-].[Ba+2].[OH-].I[CH3:25]>CN(C=O)C>[CH3:25][O:1][C@H:2]1[CH2:10][C:9]2[C:4](=[CH:5][CH:6]=[CH:7][CH:8]=2)[C@H:3]1[NH:11][C:12](=[O:18])[O:13][C:14]([CH3:15])([CH3:17])[CH3:16] |f:1.2,3.4.5|. Reported procedure: A mixture of tert-butyl [(1R,2S)-2-hydroxy-2,3-dihydro-1H-inden-1-yl]-carbamate (680 mg, 2.73 mmol), DMF (21.1 mL), barium monoxide (5.02 g, 32.7 mmol), barium hydroxide (2.80 g, 16.4 mmol) and iodomethane (1.70 mL, 27.3 mmol) was stirred overnight. LC/MS showed no starting material. The reaction was quenched via addition of a saturated solution of sodium bicarbonate and was extracted with DCM. The organic layer was washed with water (3×), dried over sodium sulfate and concentrated in vacuo. The...